From a dataset of the Open Reaction Database (ORD), a public repository of structured organic reaction records. describe an organic reaction: reactants, conditions, products, and yield Reactants: BrC1=CC=C(S1)C=O (5-bromothiophene-2-carboxaldehyde), [C-]#N.[Na+] (sodium cyanide), C(C)(=O)O (acetic acid). Reagents/catalysts: [O-2].[O-2].[Mn+4] (manganese dioxide). Run in C(C)O (ethanol). Conditions: time 24 hour. Product: BrC1=CC=C(S1)C(=O)OCC (Ethyl 5-bromothiophene-2-carboxylate). RXN SMILES: [Br:1][C:2]1[S:6][C:5]([CH:7]=[O:8])=[CH:4][CH:3]=1.[C-]#N.[Na+].[C:12](O)(=[O:14])[CH3:13]>[O-2].[O-2].[Mn+4].C(O)C>[Br:1][C:2]1[S:6][C:5]([C:7]([O:14][CH2:12][CH3:13])=[O:8])=[CH:4][CH:3]=1 |f:1.2,4.5.6|. Procedure: To 1.092 g (5.7157 mmol) of 5-bromothiophene-2-carboxaldehyde was added sequentially, 1.507 g (30.75 mmol) sodium cyanide, 60 ml ethanol, 602.5 mg (10.04 mmol) of acetic acid and 10.62 g (122.16 mmol) of manganese dioxide. This mixture was stirred at room temperature for 24 hours, then filtered through celite and the residue washed several times with ether. The combined filtrates were concentrated, then the residue taken up in water and extracted with 3×75 ml ether. Combined ether extracts were ... The reactants are C1(=CC=CC=C1)[Si](C)(C)C (phenyltrimethylsilane), C(C1=CC=CC=C1)(=O)N1[C@H](C(=O)O)C[C@@H](C1)OS(=O)(=O)C ((cis)-1-benzoyl-4-mesyloxy-L-proline), [Cl-].[Cl-].[Cl-].[Al+3] (aluminum trichloride). Solvent: ClC1=C(C=CC=C1)Cl (1,2-dichlorobenzene). The product is C(C1=CC=CC=C1)(=O)N1[C@H](C(=O)O)C[C@H](C1)C1=CC=CC=C1 ((trans)-1-Benzoyl-4-phenyl-L-proline). Reaction SMILES: [C:1]([N:9]1[CH2:16][C@@H:15](OS(C)(=O)=O)[CH2:14][C@H:10]1[C:11]([OH:13])=[O:12])(=[O:8])[C:2]1[CH:7]=[CH:6][CH:5]=[CH:4][CH:3]=1.[C:22]1([Si](C)(C)C)[CH:27]=[CH:26][CH:25]=[CH:24][CH:23]=1.[Cl-].[Cl-].[Cl-].[Al+3]>ClC1C=CC=CC=1Cl>[C:1]([N:9]1[CH2:16][C@H:15]([C:22]2[CH:27]=[CH:26][CH:25]=[CH:24][CH:23]=2)[CH2:14][C@H:10]1[C:11]([OH:13])=[O:12])(=[O:8])[C:2]1[CH:7]=[CH:6][CH:5]=[CH:4][CH:3]=1 |f:2.3.4.5|. Reported procedure: A suspension of powdered (cis)-1-benzoyl-4-mesyloxy-L-proline (250 mg, 0.8 mmole) in 1,2-dichlorobenzene (3 ml) was stirred under argon and treated with phenyltrimethylsilane (1 ml, 5.8 mmole) followed by aluminum trichloride (383 mg, 2.87 mmole). The reaction was stirred overnight and an aliquot was removed, quenched into 1N HCl and extracted with ethyl acetate. Analysis of the organic layer by tlc showed the presence of: Reactants: ICCCCCCCCCCCC (1-iodododecane), OC=1C=C2C=CC(=CC2=CC1)C(C(=O)O)C (racemic 6-hydroxy-α-methyl-2-naphthaleneacetic acid). The product is CC(C(=O)O)C1=CC2=CC=C(C=C2C=C1)OCCCCCCCCCCCC (α-Methyl-6-(dodecyloxy)-2-naphthaleneacetic acid). As a reaction SMILES: I[CH2:2][CH2:3][CH2:4][CH2:5][CH2:6][CH2:7][CH2:8][CH2:9][CH2:10][CH2:11][CH2:12][CH3:13].[OH:14][C:15]1[CH:16]=[C:17]2[C:22](=[CH:23][CH:24]=1)[CH:21]=[C:20]([CH:25]([CH3:29])[C:26]([OH:28])=[O:27])[CH:19]=[CH:18]2>>[CH3:29][CH:25]([C:20]1[CH:19]=[CH:18][C:17]2[C:22](=[CH:23][CH:24]=[C:15]([O:14][CH2:13][CH2:12][CH2:11][CH2:10][CH2:9][CH2:8][CH2:7][CH2:6][CH2:5][CH2:4][CH2:3][CH3:2])[CH:16]=2)[CH:21]=1)[C:26]([OH:28])=[O:27]. Reported procedure: The title compound is prepared according to the method of Example 7 using 1-iodododecane and racemic 6-hydroxy-α-methyl-2-naphthaleneacetic acid. White crystals are obtained having a melting point of 96°-97° C. Reactants: C1(CC1)COC=1C=C(C=CC1OC)C=1OC=C(N1)CCC(=O)C1=C(C=CC=C1)OCC (3-[2-(3-cyclopropylmethoxy-4-methoxyphenyl)oxazol-4-yl]-1-(2-ethoxyphenyl)propan-1-one), O.NN (hydrazine monohydrate), C(COCCO)O (diethylene glycol), [OH-].[K+] (potassium hydroxide). The solvent is O (water). Conditions: temperature 150 celsius, time 1 hour. Product: C1(CC1)COC=1C=C(C=CC1OC)C=1OC=C(N1)CCCC1=C(C=CC=C1)OCC (2-(3-cyclopropylmethoxy-4-methoxyphenyl)-4-[3-(2-ethoxyphenyl)propyl]oxazole). Reaction SMILES: [CH:1]1([CH2:4][O:5][C:6]2[CH:7]=[C:8]([C:14]3[O:15][CH:16]=[C:17]([CH2:19][CH2:20][C:21]([C:23]4[CH:28]=[CH:27][CH:26]=[CH:25][C:24]=4[O:29][CH2:30][CH3:31])=O)[N:18]=3)[CH:9]=[CH:10][C:11]=2[O:12][CH3:13])[CH2:3][CH2:2]1.O.NN.C(O)COCCO.[OH-].[K+]>O>[CH:1]1([CH2:4][O:5][C:6]2[CH:7]=[C:8]([C:14]3[O:15][CH:16]=[C:17]([CH2:19][CH2:20][CH2:21][C:23]4[CH:28]=[CH:27][CH:26]=[CH:25][C:24]=4[O:29][CH2:30][CH3:31])[N:18]=3)[CH:9]=[CH:10][C:11]=2[O:12][CH3:13])[CH2:2][CH2:3]1 |f:1.2,4.5|. Procedure details: A 0.5 g quantity of 3-[2-(3-cyclopropylmethoxy-4-methoxyphenyl)oxazol-4-yl]-1-(2-ethoxyphenyl)propan-1-one obtained in Example 102 and 0.18 ml of hydrazine monohydrate were added to diethylene glycol. A 0.14 g quantity of potassium hydroxide was added thereto, and the mixture was stirred at 150° C. for 1 hour. The reaction mixture was allowed to cool, water was then added thereto, and extraction was performed with ethyl acetate. Drying was performed with anhydrous magnesium sulfate, and the solv... Reported procedure: To an ice bath cooled, stirred mixture of impure 2-Oxo-1,2-dihydro-quinoline-6-sulfonyl chloride (20 g, ˜82 mmol), acetic acid (240 cm3) and acetic anhydride (80 cm3) was added sodium acetate (24 g) in three equal sized batches. Then Zinc (20 g) was added in small batches (exothermic reaction). After one hour the ice bath was removed and the reaction was left stirring at room temperature for five days then concentrated in vacuo then triturated with water (˜200 cm3). The solid that was formed was... Reagents/catalysts: [Zn] (Zinc). Starting materials: O=C1NC2=CC=C(C=C2C=C1)S(=O)(=O)Cl (2-Oxo-1,2-dihydro-quinoline-6-sulfonyl chloride), C(C)(=O)OC(C)=O (acetic anhydride), C(C)(=O)[O-].[Na+] (sodium acetate). Reaction SMILES: [O:1]=[C:2]1[CH:11]=[CH:10][C:9]2[C:4](=[CH:5][CH:6]=[C:7]([S:12](Cl)(=O)=O)[CH:8]=2)[NH:3]1.[C:16](OC(=O)C)(=[O:18])[CH3:17].C([O-])(=O)C.[Na+]>[Zn].C(O)(=O)C>[O:1]=[C:2]1[CH:11]=[CH:10][C:9]2[C:4](=[CH:5][CH:6]=[C:7]([S:12][C:16](=[O:18])[CH3:17])[CH:8]=2)[NH:3]1 |f:2.3|. Yield: 65.0%. Solvent: C(C)(=O)O (acetic acid). Product: O=C1NC2=CC=C(C=C2C=C1)SC(C)=O (Thioacetic acid S-(2-oxo-1,2-dihydro-quinolin-6-yl) ester). Starting materials: C1(C=CC2=CC=CC=C12)/C/1=C/C(=O)OC1=O (indenemaleic anhydride), C1C=CC2=CC=CC=C12 (indene), azoisobutyronitrile. Run in CCCCCC (n-hexane). Reaction conditions: time 1 hour. The product is C1C=CC2=CC=CC=C12 (indene), C1(\C=C/C(=O)O1)=O (maleic anhydride). As a reaction SMILES: [CH2:1]1[C:9]2[C:4](=[CH:5][CH:6]=[CH:7][CH:8]=2)[CH:3]=[CH:2]1.C1([C:19]2=[CH:20][C:21]([O:23][C:24]2=[O:25])=[O:22])C2C(=CC=CC=2)C=C1>CCCCCC>[CH2:1]1[C:9]2[C:4](=[CH:5][CH:6]=[CH:7][CH:8]=2)[CH:3]=[CH:2]1.[C:21]1(=[O:22])[O:23][C:24](=[O:25])[CH:19]=[CH:20]1. Procedure: Under agitation with the stirrer, the charge was held at the reflux temperature by heating with an external heater. Thereafter, a solution containing 27 g (0.25 mol) of indene and 410 mg of azoisobutyronitrile (AIBN) as a radical polymerization initiator was charged into the overhead dropping funnel and this solution was dripped slowly into the polymerizer over 1 h. After completion of the dripping, the reaction solution was left under reflux for 2 h until the reaction was completed. The reactio...